Dataset: the Open Reaction Database (ORD), a public repository of structured organic reaction records. Task: describe an organic reaction: reactants, conditions, products, and yield Solvent: C1=CC=CC=C1 (benzene). RXN SMILES: [N+:1]([C:4]1[CH:11]=[CH:10][CH:9]=[CH:8][C:5]=1[CH2:6]Cl)([O-:3])=[O:2]>C1C=CC=CC=1>[CH:4]1[CH:11]=[CH:10][C:9]([CH2:6][C:5]2[C:4]([N+:1]([O-:3])=[O:2])=[CH:11][CH:10]=[CH:9][CH:8]=2)=[CH:8][CH:5]=1. Procedure details: The reactions of this example use the procedures of Example 1. 2-Nitrobenzyl chloride is reacted with benzene to give 2-nitrodiphenylmethane which is reduced to 2-aminodiphenylmethane. The 2-aminodiphenylmethane is reacted with trifluoromethanesulfonic anhydride to give 2-benzyltrifluoromethanesulfonanilide, m.p. 55°-56.5° C. Product: C1=CC=C(C=C1)CC2=CC=CC=C2[N+](=O)[O-] (2-nitrodiphenylmethane). The reactants are [N+](=O)([O-])C1=C(CCl)C=CC=C1 (2-Nitrobenzyl chloride). Starting materials: CC(C)(C)[Si](C)(C)OCC1CC(n2ccc3c(NC4CCc5ccccc54)ncnc32)CC1O[Si](C)(C)C(C)(C)C, CC(=O)O, C1CCOC1, O. Yields the product CC(C)(C)[Si](C)(C)OC1CC(n2ccc3c(NC4CCc5ccccc54)ncnc32)CC1CO. Reaction SMILES: [C:1]([CH3:2])([CH3:3])([CH3:4])[Si:5]([O:6][CH:7]1[CH2:8][CH:9]([n:21]2[cH:22][cH:23][c:24]3[c:25]2[n:26][cH:27][n:28][c:29]3[NH:30][CH:31]2[CH2:32][CH2:33][c:34]3[cH:35][cH:36][cH:37][cH:38][c:39]32)[CH2:10][CH:11]1[CH2:12][O:13][Si:14]([C:15]([CH3:16])([CH3:17])[CH3:18])([CH3:19])[CH3:20])([CH3:40])[CH3:41].[CH3:43][C:44](=[O:45])[OH:46].[O:47]1[CH2:48][CH2:49][CH2:50][CH2:51]1.[OH2:42]>>[C:1]([CH3:2])([CH3:3])([CH3:4])[Si:5]([O:6][CH:7]1[CH2:8][CH:9]([n:21]2[cH:22][cH:23][c:24]3[c:25]2[n:26][cH:27][n:28][c:29]3[NH:30][CH:31]2[CH2:32][CH2:33][c:34]3[cH:35][cH:36][cH:37][cH:38][c:39]32)[CH2:10][CH:11]1[CH2:12][OH:13])([CH3:40])[CH3:41]. Starting materials: C(C1=CC=CC=C1)N1C(C2N(CCN(C2C1=O)C(=O)OC(C)(C)C)C(=O)OC(C)(C)C)=O (8-benzyl-2,5-bis-tert-butoxycarbonyl-2,5,8-triazabicyclo-[4,3,0]nonane-7,9-dione), Cl (hydrogen chloride), aqueous solution, [OH-].[Na+] (sodium hydroxide). The solvent is O1CCCC1 (tetrahydrofuran), C(C)(=O)OCC (ethyl acetate). Reaction conditions: time 30 minute. Product: C(C1=CC=CC=C1)N1C(C2NCCNC2C1=O)=O (8-benzyl-2,5,8-triazabicyclo[4,3,0]nonane-7,9-dione). Isolated yield 23.1%. RXN SMILES: [CH2:1]([N:8]1[C:16](=[O:17])[CH:15]2[CH:10]([N:11](C(OC(C)(C)C)=O)[CH2:12][CH2:13][N:14]2C(OC(C)(C)C)=O)[C:9]1=[O:32])[C:2]1[CH:7]=[CH:6][CH:5]=[CH:4][CH:3]=1.Cl.[OH-].[Na+]>O1CCCC1.C(OCC)(=O)C>[CH2:1]([N:8]1[C:9](=[O:32])[CH:10]2[CH:15]([NH:14][CH2:13][CH2:12][NH:11]2)[C:16]1=[O:17])[C:2]1[CH:3]=[CH:4][CH:5]=[CH:6][CH:7]=1 |f:2.3|. Procedure: To a solution of 650 mg (1.5 mmol) of 8-benzyl-2,5-bis-tert-butoxycarbonyl-2,5,8-triazabicyclo-[4,3,0]nonane-7,9-dione in tetrahydrofuran (10 ml) was added 4N hydrogen chloride solution in ethyl acetate (10 ml) with stirring. After 30 minutes at 50° C., a 2.5N aqueous solution of sodium hydroxide (17 ml) was added to the reaction mixture, and the mixture was extracted with chloroform. An organic layer was dried over anhydrous sodium sulfate and then concentrated under reduced pressure. The resul... As a reaction SMILES: [C:1]([C:3]1[CH:8]=[CH:7][C:6]([CH:9]2[N:14]([S:15]([CH2:18][CH2:19]CC(OC)=O)(=[O:17])=[O:16])[C:13](=[O:25])[N:12]([C:26]3[CH:31]=[CH:30][CH:29]=[C:28]([C:32]([F:35])([F:34])[F:33])[CH:27]=3)[C:11]3[CH2:36][CH2:37][C:38](=[O:39])[C:10]2=3)=[CH:5][CH:4]=1)#[N:2].C(S(Cl)(=O)=O)C>>[CH2:18]([S:15]([N:14]1[CH:9]([C:6]2[CH:7]=[CH:8][C:3]([C:1]#[N:2])=[CH:4][CH:5]=2)[C:10]2[C:38](=[O:39])[CH2:37][CH2:36][C:11]=2[N:12]([C:26]2[CH:31]=[CH:30][CH:29]=[C:28]([C:32]([F:35])([F:33])[F:34])[CH:27]=2)[C:13]1=[O:25])(=[O:16])=[O:17])[CH3:19]. The product is C(C)S(=O)(=O)N1C(N(C2=C(C1C1=CC=C(C#N)C=C1)C(CC2)=O)C2=CC(=CC=C2)C(F)(F)F)=O (4-(3-(Ethylsulfonyl)-2,5-dioxo-1-(3-(trifluoromethyl)phenyl)-2,3,4,5,6,7-hexahydro-1H-cyclopenta[d]pyrimidin-4-yl)benzonitrile). Reported procedure: The title compound is prepared in analogy to methyl 4-(4-(4-cyanophenyl)-2,5-dioxo-1-(3-(trifluoromethyl)phenyl)-6,7-dihydro-1H-cyclopenta[d]pyrimidin-3(2H,4H,5H)-yl-sulfonyl)butanoate (example 34), substituting 4-(chlorosulfonyl)butanoate with ethane-sulfonyl chloride. Yield: 11 mg; ESI mass spectrum [M+H]+=490; Retention time HPLC: 0.94 min (Z018_S04). The reactants are C(#N)C1=CC=C(C=C1)C1C2=C(N(C(N1S(=O)(=O)CCCC(=O)OC)=O)C1=CC(=CC=C1)C(F)(F)F)CCC2=O (methyl 4-(4-(4-cyanophenyl)-2,5-dioxo-1-(3-(trifluoromethyl)phenyl)-6,7-dihydro-1H-cyclopenta[d]pyrimidin-3(2H,4H,5H)-yl-sulfonyl)butanoate), C(C)S(=O)(=O)Cl (ethane-sulfonyl chloride). The reactants are NC1=CC(=CC(=C1)C)C (3,5-xylidine), [N+](=O)([O-])C1=CC=C(C(=O)O)C=C1 (4-nitrobenzoic acid). The product is [N+](=O)([O-])C1=CC=C(C(=O)NC2=CC(=CC(=C2)C)C)C=C1 (4-Nitro-N-(3,5-dimethylphenyl)benzamide). As a reaction SMILES: [NH2:1][C:2]1[CH:7]=[C:6]([CH3:8])[CH:5]=[C:4]([CH3:9])[CH:3]=1.[N+:10]([C:13]1[CH:21]=[CH:20][C:16]([C:17](O)=[O:18])=[CH:15][CH:14]=1)([O-:12])=[O:11]>>[N+:10]([C:13]1[CH:14]=[CH:15][C:16]([C:17]([NH:1][C:2]2[CH:7]=[C:6]([CH3:8])[CH:5]=[C:4]([CH3:9])[CH:3]=2)=[O:18])=[CH:20][CH:21]=1)([O-:12])=[O:11]. Reported procedure: Using 3,5-xylidine (1.42 ml, 11.0 mmol) and 4-nitrobenzoic acid (1.76 g, 10.4 mmol), the procedure of Reference Example 16 was repeated to obtain 2.72 g (quantitative) of the title compound in the form of light yellow crystals. Starting materials: OBO, O=C(c1ccc(OCCN2CCCCC2)cc1)c1c(OS(=O)(=O)C(F)(F)F)ccc2cc(OCc3ccccc3)ccc12, CC#N, [Cs+], [F-], Fc1ccccc1. Yields the product O=C(c1ccc(OCCN2CCCCC2)cc1)c1c(-c2ccccc2F)ccc2cc(OCc3ccccc3)ccc12. RXN SMILES: [BH:44]([OH:45])[OH:46].[CH2:1]([c:2]1[cH:3][cH:4][cH:5][cH:6][cH:7]1)[O:8][c:9]1[cH:10][c:11]2[cH:12][cH:13][c:14]([O:36][S:37]([C:38]([F:39])([F:40])[F:41])(=[O:42])=[O:43])[c:15]([C:19]([c:20]3[cH:21][cH:22][c:23]([O:26][CH2:27][CH2:28][N:29]4[CH2:30][CH2:31][CH2:32][CH2:33][CH2:34]4)[cH:24][cH:25]3)=[O:35])[c:16]2[cH:17][cH:18]1.[CH3:56][C:57]#[N:58].[Cs+:55].[F-:54].[F:47][c:48]1[cH:49][cH:50][cH:51][cH:52][cH:53]1>>[CH2:1]([c:2]1[cH:3][cH:4][cH:5][cH:6][cH:7]1)[O:8][c:9]1[cH:10][c:11]2[cH:12][cH:13][c:14](-[c:49]3[c:48]([F:47])[cH:53][cH:52][cH:51][cH:50]3)[c:15]([C:19]([c:20]3[cH:21][cH:22][c:23]([O:26][CH2:27][CH2:28][N:29]4[CH2:30][CH2:31][CH2:32][CH2:33][CH2:34]4)[cH:24][cH:25]3)=[O:35])[c:16]2[cH:17][cH:18]1. The reactants are C(=O)([O-])[O-].[K+].[K+] (K2CO3), O (water), [B] (Boron), FC=1C(=C(C(=O)NOCCO)C=CC1F)NC1=C(C=C(C=C1)I)F (3,4-difluoro-2-(2-fluoro-4-iodo-phenylamino)-N-(2-hydroxy-ethoxy)-benzamide), C(OC)COC (dimethoxyethane), O (Water). Reagents/catalysts: C=1C=CC(=CC1)[P](C=2C=CC=CC2)(C=3C=CC=CC3)[Pd]([P](C=4C=CC=CC4)(C=5C=CC=CC5)C=6C=CC=CC6)([P](C=7C=CC=CC7)(C=8C=CC=CC8)C=9C=CC=CC9)[P](C=1C=CC=CC1)(C=1C=CC=CC1)C=1C=CC=CC1 (Pd(Ph3P)4). The solvent is [Cl-].[Na+].O (brine). Reaction conditions: time 20 minute. The product is C(=C)C1=CC(=C(C=C1)NC1=C(C(=O)NOCCO)C=CC(=C1F)F)F (2-[(4-vinyl-2-fluorophenyl)amino]-3,4-difluoro-N-(2-hydroxy-ethoxy)benzamide). Yield: 76.0%. RXN SMILES: [F:1][C:2]1[C:3]([NH:16][C:17]2[CH:22]=[CH:21][C:20](I)=[CH:19][C:18]=2[F:24])=[C:4]([CH:12]=[CH:13][C:14]=1[F:15])[C:5]([NH:7][O:8][CH2:9][CH2:10][OH:11])=[O:6].C([O-])([O-])=O.[K+].[K+].O.[B].[CH2:33]([CH2:36]OC)OC>[Cl-].[Na+].O.C1C=CC([P]([Pd]([P](C2C=CC=CC=2)(C2C=CC=CC=2)C2C=CC=CC=2)([P](C2C=CC=CC=2)(C2C=CC=CC=2)C2C=CC=CC=2)[P](C2C=CC=CC=2)(C2C=CC=CC=2)C2C=CC=CC=2)(C2C=CC=CC=2)C2C=CC=CC=2)=CC=1>[CH:33]([C:20]1[CH:21]=[CH:22][C:17]([NH:16][C:3]2[C:2]([F:1])=[C:14]([F:15])[CH:13]=[CH:12][C:4]=2[C:5]([NH:7][O:8][CH2:9][CH2:10][OH:11])=[O:6])=[C:18]([F:24])[CH:19]=1)=[CH2:36] |f:1.2.3,7.8.9,^1:45,47,66,85|. Reported procedure: 3,4-difluoro-2-(2-fluoro-4-iodo-phenylamino)-N-(2-hydroxy-ethoxy)-benzamide (1.00 g, 2.21 mmol) was dissolved in dry dimethoxyethane (DME, 18 ml) under a nitrogen atmosphere, Pd(Ph3P)4 (0.13 g, 0.11 mmol) was added and the resulting yellow solution was stirred at ambient temperature for 20 min. K2CO3 (−325 mesh, 0.31 g, 2.21 mmol), water (5.3 ml) and boron complex 2 (0.54 g, 2.21 mmol) were added and the contents of the flask were refluxed for 1 h.1 Water (50 ml) and brine (50 ml) were added and... The reactants are CN(C=O)C (dimethylformamide), S(=O)(Cl)Cl (thionyl chloride), COC1=C(C=C(C=C1)/C=C/C(=O)O)OC (3',4'-dimethoxycinnamic acid), CN(C=O)C (dimethylformamide), ice water, O (water). Conditions: time 1 hour. Product: COC=1C=C(C=CC(=O)NC=2C(C(=O)O)=CC=CC2)C=CC1OC (N-(3',4'-dimethoxycinnamoyl)-anthranilic acid). Yield: 78.9%. RXN SMILES: [CH3:1][N:2](C)[CH:3]=[O:4].S(Cl)(Cl)=O.[CH3:10][O:11][C:12]1[CH:17]=[CH:16][C:15](/[CH:18]=[CH:19]/C(O)=O)=[CH:14][C:13]=1[O:23][CH3:24].[OH2:25]>>[CH3:24][O:23][C:13]1[CH:14]=[C:15]([CH:16]=[CH:17][C:12]=1[O:11][CH3:10])[CH:18]=[CH:19][C:3]([NH:2][C:1]1[C:13](=[CH:14][CH:15]=[CH:16][CH:17]=1)[C:12]([OH:11])=[O:25])=[O:4]. Reported procedure: Into 15 ml of dimethylformamide was dissolved with heating 4.65 g (0.02 mol) of anthranilic acid-magnesium chloride complex. To 10 ml of dimethylformamide were added in order 0.78 ml of thionyl chloride and 2.08 g (0.01 mol) of 3',4'-dimethoxycinnamic acid, during which the reaction system was stirred and cooled with ice and water. After being stirred for additional 15 minutes, the resulting mixture was added dropwise to the solution of anthranilic acid-magnesium chloride complex. After the comp... Reactants: C(#N)C(C1=CC(=C(C=C1)F)OC1=CC=CC=C1)O (α-cyano-4-fluoro-3-phenoxybenzyl alcohol), C(CCCC)OC1C(C1C(=O)O)(C)C (3-(n-pentyloxy)-2,2-dimethylcyclopropanecarboxylic acid), C1(CCCCC1)N=C=NC1CCCCC1 (N,N'-dicyclohexylcarbodiimide). The reagents and catalysts are CN(C1=CC=NC=C1)C (4-dimethylaminopyridine). Solvent: C(Cl)Cl (methylene chloride), CN(C)C=O (DMF). Conditions: time 2 hour. The product is C(CCCC)OC1C(C1C(=O)OC(C1=CC(=C(C=C1)F)OC1=CC=CC=C1)C#N)(C)C (α-cyano-4-fluoro-3-phenoxybenzyl 3-(n-pentyloxy)-2,2-dimethylcyclopropanecarboxylate). As a reaction SMILES: [C:1]([CH:3]([OH:18])[C:4]1[CH:9]=[CH:8][C:7]([F:10])=[C:6]([O:11][C:12]2[CH:17]=[CH:16][CH:15]=[CH:14][CH:13]=2)[CH:5]=1)#[N:2].[CH2:19]([O:24][CH:25]1[CH:27]([C:28](O)=[O:29])[C:26]1([CH3:32])[CH3:31])[CH2:20][CH2:21][CH2:22][CH3:23].C1(N=C=NC2CCCCC2)CCCCC1>CN(C)C1C=CN=CC=1.C(Cl)Cl.CN(C=O)C>[CH2:19]([O:24][CH:25]1[CH:27]([C:28]([O:18][CH:3]([C:1]#[N:2])[C:4]2[CH:9]=[CH:8][C:7]([F:10])=[C:6]([O:11][C:12]3[CH:13]=[CH:14][CH:15]=[CH:16][CH:17]=3)[CH:5]=2)=[O:29])[C:26]1([CH3:31])[CH3:32])[CH2:20][CH2:21][CH2:22][CH3:23]. Reported procedure: To a stirred solution of α-cyano-4-fluoro-3-phenoxybenzyl alcohol (437 mg., 1.8 mmol), 3-(n-pentyloxy)-2,2-dimethylcyclopropanecarboxylic acid (2.0 mmol) and 4-dimethylaminopyridine (0.65 mmol) in 20 ml of methylene chloride and 2 ml of DMF is added N,N'-dicyclohexylcarbodiimide (2 mmol). The reaction mixture is stirred, under nitrogen, for about two hours and then filtered and extracted with water. The aqueous phase is extracted with ether. The combined organic phases are washed with saturated ... The reactants are CC(=O)[O-].[K+] (KOAc), C(#N)CC(=O)OCC=C (allyl cyanoacetate), O (Water), ClC(C#N)(Cl)Cl (Trichloroacetonitrile). Run in C(C)(C)O (isopropanol). Reaction conditions: temperature 5 celsius, time 3 hour. Yields the product NC(=C(C(=O)OCC=C)C#N)C(Cl)(Cl)Cl (allyl 3-amino-4,4,4-trichloro-2-cyanobut-2-enoate). RXN SMILES: CC([O-])=O.[K+].[C:6]([CH2:8][C:9]([O:11][CH2:12][CH:13]=[CH2:14])=[O:10])#[N:7].[Cl:15][C:16]([Cl:20])([Cl:19])[C:17]#[N:18].O>C(O)(C)C>[NH2:18][C:17]([C:16]([Cl:20])([Cl:19])[Cl:15])=[C:8]([C:6]#[N:7])[C:9]([O:11][CH2:12][CH:13]=[CH2:14])=[O:10] |f:0.1|. Procedure details: To a solution of KOAc (589.4 g, 6.006 mol) in isopropanol (3 L) was added allyl cyanoacetate (429.4 g, 403.2 mL, 3.432 mol) and the reaction mixture was cooled to 5° C. Trichloroacetonitrile (495.5 g, 3.432 mol) was added in 50 mL portions, maintaining temperature below 15° C. The reaction mixture was then allowed to warm to 20° C. and stirred for 3 h. Water (˜4 L) was added to dissolve the inorganic materials and precipitate out the desired product. The mixture was stirred for 20 minutes and th...